Dataset: the Open Reaction Database (ORD), a public repository of structured organic reaction records. Task: describe an organic reaction: reactants, conditions, products, and yield Starting materials: CC(C)Sc1ccc(SC(C)C)c(C(=O)O)n1, CC(C)(C)[O-], CC(C)S, [K+], CN(C)C=O. Product: CC(C)Sc1ccc(SC(C)C)nc1. Reaction SMILES: [CH3:11][CH:12]([CH3:13])[S:14][c:15]1[c:16]([C:25]([OH:26])=[O:27])[n:17][c:18]([S:21][CH:22]([CH3:23])[CH3:24])[cH:19][cH:20]1.[CH3:1][C:2]([CH3:3])([O-:4])[CH3:5].[CH3:7][CH:8]([SH:9])[CH3:10].[K+:6].[O:28]=[CH:29][N:30]([CH3:31])[CH3:32]>>[CH3:11][CH:12]([CH3:13])[S:14][c:15]1[cH:16][n:17][c:18]([S:21][CH:22]([CH3:23])[CH3:24])[cH:19][cH:20]1. Reactants: CN1C(N(C2=C(C1=O)C=CS2)CC2CC2)=O (3-Methyl-1-(cyclopropylmethyl)thieno[2,3-d]pyrimidine-2,4(1H,3H)-dione), CN1C(=NC2=C1C=CC=C2)C=O (1-methylbenzimidazole-2-carboxaldehyde). Yields the product C1(CC1)CN1C(N(C(C2=C1SC(=C2)C(C2=NC1=C(N2C)C=CC=C1)O)=O)C)=O (1-(Cyclopropylmethyl)-6-[1-hydroxy-1-(1-methyl-1Hbenzimidazol-2-yl)methyl]-3-methylthieno[2,3-d]pyrimidin-2,4(1H,3H)-dione). Reaction SMILES: [CH3:1][N:2]1[C:7](=[O:8])[C:6]2[CH:9]=[CH:10][S:11][C:5]=2[N:4]([CH2:12][CH:13]2[CH2:15][CH2:14]2)[C:3]1=[O:16].[CH3:17][N:18]1[C:22]2[CH:23]=[CH:24][CH:25]=[CH:26][C:21]=2[N:20]=[C:19]1[CH:27]=[O:28]>>[CH:13]1([CH2:12][N:4]2[C:5]3[S:11][C:10]([CH:27]([OH:28])[C:19]4[N:18]([CH3:17])[C:22]5[CH:23]=[CH:24][CH:25]=[CH:26][C:21]=5[N:20]=4)=[CH:9][C:6]=3[C:7](=[O:8])[N:2]([CH3:1])[C:3]2=[O:16])[CH2:14][CH2:15]1. Reported procedure: The title compound was prepared from 3-Methyl-1-(cyclopropylmethyl)thieno[2,3-d]pyrimidine-2,4(1H,3H)-dione (Example 32 step a) and 1-methylbenzimidazole-2-carboxaldehyde following the method of Example 1 step d. Product: ClC=1C=C(CN2C(C3=C(C(N4C(=C3CC2)C(N(CCCC4)CC(=O)O)=O)=O)O)=O)C=CC1F ([11-(3-Chloro-4-fluorobenzyl)-9-hydroxy-1,8,10-trioxo-1,3,4,5,6,8,10,11,12,13-deca-hydro-2H-[1,4]diazocino[2,1-a]-2,6-naphthyridin-2-yl]acetic acid). Reactants: C(C)(C)(C)OC(CN1C(C=2N(C(C(=C3C(N(CCC23)CC2=CC(=C(C=C2)F)Cl)=O)OC)=O)CCCC1)=O)=O (tert-butyl[11-(3-chloro-4-fluorobenzyl)-9-methoxy-1,8,10-trioxo-1,3,4,5,6,8,10,11,12,13-decahydro-2H-[1,4]diazocino[2,1-a]-2,6-naphthyridin-2-yl]acetate), Br (hydrogen bromide). As a reaction SMILES: C([O:5][C:6](=[O:38])[CH2:7][N:8]1[CH2:36][CH2:35][CH2:34][CH2:33][N:11]2[C:12](=[O:32])[C:13]([O:30]C)=[C:14]3[C:19]([CH2:18][CH2:17][N:16]([CH2:20][C:21]4[CH:26]=[CH:25][C:24]([F:27])=[C:23]([Cl:28])[CH:22]=4)[C:15]3=[O:29])=[C:10]2[C:9]1=[O:37])(C)(C)C.Br>C(O)(=O)C.O1CCOCC1>[Cl:28][C:23]1[CH:22]=[C:21]([CH:26]=[CH:25][C:24]=1[F:27])[CH2:20][N:16]1[CH2:17][CH2:18][C:19]2[C:14](=[C:13]([OH:30])[C:12](=[O:32])[N:11]3[CH2:33][CH2:34][CH2:35][CH2:36][N:8]([CH2:7][C:6]([OH:38])=[O:5])[C:9](=[O:37])[C:10]3=2)[C:15]1=[O:29]. Procedure details: A mixture of tert-butyl[11-(3-chloro-4-fluorobenzyl)-9-methoxy-1,8,10-trioxo-1,3,4,5,6,8,10,11,12,13-decahydro-2H-[1,4]diazocino[2,1-a]-2,6-naphthyridin-2-yl]acetate (50 mg, 0.09 mmol) and 33% hydrogen bromide in acetic acid (1 mL) in dioxane (1 mL) was stirred at room temperature for 1 hour. The product mixture was concentrated under vacuum. The residue was subjected to reverse phase column chromatography on C-18 stationary phase eluted with a 95-5% water-acetonitrile gradient. Collection and l... Conditions: time 1 hour. Run in C(C)(=O)O (acetic acid), O1CCOCC1 (dioxane). Reactants: ClC=1C=C(C=2C(C(C(NC2C1)C1=CC=CC=C1)C=1N(C=CN1)C)=O)C(=O)OCC (ethyl 7-chloro-3-(1-methyl-1H-imidazol-2-yl)-4-oxo-2-phenyl-1,2,3,4-tetrahydroquinoline-5-carboxylate), O.NN (hydrazine monohydrate). The solvent is CO (methanol). Conditions: temperature 25 celsius, time 5 hour. The product is ClC=1C=C2C=3C(=NNC(C3C1)=O)C(C(N2)C2=CC=CC=C2)C=2N(C=CN2)C (5-Chloro-9-(1-methyl-1H-imidazol-2-yl)-8-phenyl-8,9-dihydro-2H-pyrido[4,3,2-de]phthalazin-3(7H)-one). The yield is 14.0%. As a reaction SMILES: [Cl:1][C:2]1[CH:3]=[C:4]([C:25]([O:27]CC)=O)[C:5]2[C:6](=O)[CH:7]([C:18]3[N:19]([CH3:23])[CH:20]=[CH:21][N:22]=3)[CH:8]([C:12]3[CH:17]=[CH:16][CH:15]=[CH:14][CH:13]=3)[NH:9][C:10]=2[CH:11]=1.O.[NH2:31][NH2:32]>CO>[Cl:1][C:2]1[CH:11]=[C:10]2[NH:9][CH:8]([C:12]3[CH:13]=[CH:14][CH:15]=[CH:16][CH:17]=3)[CH:7]([C:18]3[N:19]([CH3:23])[CH:20]=[CH:21][N:22]=3)[C:6]3=[N:31][NH:32][C:25](=[O:27])[C:4]([CH:3]=1)=[C:5]23 |f:1.2|. Procedure details: To a solution of ethyl 7-chloro-3-(1-methyl-1H-imidazol-2-yl)-4-oxo-2-phenyl-1,2,3,4-tetrahydroquinoline-5-carboxylate (429 mg, 1.05 mmol) in methanol (15 mL) was added hydrazine monohydrate (2 mL). The mixture was stirred at 25° C. for 5 hr. The resulting mixture was concentrated under reduced pressure to a volume of 10 ml and then filtered, giving 58 mg of solid (yield 14%). LC-MS (ESI) m/z: 378 (M+1)+; 379 (M+2)+. 1H-NMR (400 MHz, DMSO-d6) δ (ppm): 3.42 (s, 3H), 4.69 (d, J=10.0 Hz, 1H), 4.98 ... The reactants are O=C1CCC(=O)N1Br, ClC(Cl)Cl, ClCCl, Nc1cccc(F)n1, [Na+], [OH-]. Yields the product Nc1ccc(Br)c(F)n1. Reaction SMILES: [Br:9][N:10]1[C:11](=[O:12])[CH2:13][CH2:14][C:15]1=[O:16].[CH:22]([Cl:23])([Cl:24])[Cl:25].[Cl:17][CH2:18][Cl:19].[F:1][c:2]1[cH:3][cH:4][cH:5][c:6]([NH2:8])[n:7]1.[Na+:21].[OH-:20]>>[F:1][c:2]1[c:3]([Br:9])[cH:4][cH:5][c:6]([NH2:8])[n:7]1. Starting materials: CCO, [H][H], [OH-], [OH-], [Pd+2], CC(C)(C)OC(=O)N1CC=C(c2cn(-c3ccccc3)nn2)CC1. Yields the product CC(C)(C)OC(=O)N1CCC(c2cn(-c3ccccc3)nn2)CC1. RXN SMILES: [CH3:27][CH2:28][OH:29].[H:25][H:26].[OH-:30].[OH-:32].[Pd+2:31].[c:1]1(-[n:7]2[n:8][n:9][c:10]([C:12]3=[CH:17][CH2:16][N:15]([C:18](=[O:19])[O:20][C:21]([CH3:22])([CH3:23])[CH3:24])[CH2:14][CH2:13]3)[cH:11]2)[cH:2][cH:3][cH:4][cH:5][cH:6]1>>[c:1]1(-[n:7]2[n:8][n:9][c:10]([CH:12]3[CH2:13][CH2:14][N:15]([C:18](=[O:19])[O:20][C:21]([CH3:22])([CH3:23])[CH3:24])[CH2:16][CH2:17]3)[cH:11]2)[cH:2][cH:3][cH:4][cH:5][cH:6]1. Starting materials: C(C)(C)(C)OC(=O)N1CCN(CC1)C1=C(C=C(C=C1)Br)C1CC(CC(C1)(C)C)(C)C (4-[4-bromo-2-(3,3,5,5-tetramethylcyclohexyl)phenyl]piperazine-1-carboxylic acid t-butyl ester), 2-(tributyltin)pyridine, [F-].[Cs+] (cesium fluoride), O1CCOCC1 (dioxane). The reagents and catalysts are C=1C=CC(=CC1)[P](C=2C=CC=CC2)(C=3C=CC=CC3)[Pd]([P](C=4C=CC=CC4)(C=5C=CC=CC5)C=6C=CC=CC6)([P](C=7C=CC=CC7)(C=8C=CC=CC8)C=9C=CC=CC9)[P](C=1C=CC=CC1)(C=1C=CC=CC1)C=1C=CC=CC1 (tetrakis(triphenylphosphine)palladium(0)). Run in C(C)(=O)OCC (Ethyl acetate). Conditions: temperature 90 celsius, time 3 hour. The product is C(C)(C)(C)OC(=O)N1CCN(CC1)C1=C(C=C(C=C1)C1=NC=CC=C1)C1CC(CC(C1)(C)C)(C)C (4-[4-Pyridin-2-yl-2-(3,3,5,5-tetramethylcyclohexyl)phenyl]piperazine-1-carboxylic acid t-butyl ester). RXN SMILES: [C:1]([O:5][C:6]([N:8]1[CH2:13][CH2:12][N:11]([C:14]2[CH:19]=[CH:18][C:17](Br)=[CH:16][C:15]=2[CH:21]2[CH2:26][C:25]([CH3:28])([CH3:27])[CH2:24][C:23]([CH3:30])([CH3:29])[CH2:22]2)[CH2:10][CH2:9]1)=[O:7])([CH3:4])([CH3:3])[CH3:2].[F-].[Cs+].O1[CH2:38][CH2:37]OCC1>C1C=CC([P]([Pd]([P](C2C=CC=CC=2)(C2C=CC=CC=2)C2C=CC=CC=2)([P](C2C=CC=CC=2)(C2C=CC=CC=2)C2C=CC=CC=2)[P](C2C=CC=CC=2)(C2C=CC=CC=2)C2C=CC=CC=2)(C2C=CC=CC=2)C2C=CC=CC=2)=CC=1.C(OCC)(=O)C>[C:1]([O:5][C:6]([N:8]1[CH2:13][CH2:12][N:11]([C:14]2[CH:19]=[CH:18][C:17]([C:38]3[CH:37]=[CH:16][CH:15]=[CH:14][N:11]=3)=[CH:16][C:15]=2[CH:21]2[CH2:26][C:25]([CH3:28])([CH3:27])[CH2:24][C:23]([CH3:30])([CH3:29])[CH2:22]2)[CH2:10][CH2:9]1)=[O:7])([CH3:4])([CH3:3])[CH3:2] |f:1.2,^1:42,44,63,82|. Procedure details: To a mixture of 4-[4-bromo-2-(3,3,5,5-tetramethylcyclohexyl)phenyl]piperazine-1-carboxylic acid t-butyl ester (100 mg, 0.209 mmol) produced in Example (99a), 2-(tributyltin)pyridine (0.08 mL, 0.25 mmol), cesium fluoride (68 mg, 0.448 mmol) and dioxane (15 mL) was added tetrakis(triphenylphosphine)palladium(0) (25 mg, 0.022 mmol), followed by stirring for 3 hours at an external temperature of 90° C under a nitrogen atmosphere. Ethyl acetate was added to the reaction mixture, insoluble materials w...